Dataset: the Open Reaction Database (ORD), a public repository of structured organic reaction records. Task: describe an organic reaction: reactants, conditions, products, and yield Product: CC(C)(C)S(=O)N=C1c2cc(Br)ccc2CC12CCC1(CC2)OCCO1. The reactants are O=C1c2cc(Br)ccc2CC12CCC1(CC2)OCCO1, C1CCOC1, CC(C)(C)S(N)=O, CCOC(C)=O, CC[O-], CC[O-], CC[O-], CC[O-], O, [Ti+4]. As a reaction SMILES: [Br:1][c:2]1[cH:3][cH:4][c:5]2[c:18]([cH:19]1)[C:17](=[O:20])[C:7]1([CH2:6]2)[CH2:8][CH2:9][C:10]2([O:11][CH2:12][CH2:13][O:14]2)[CH2:15][CH2:16]1.[CH2:35]1[O:36][CH2:37][CH2:38][CH2:39]1.[CH3:21][C:22]([CH3:23])([CH3:24])[S:25](=[O:26])[NH2:27].[CH3:28][CH2:29][O:30][C:31]([CH3:32])=[O:33].[CH3:40][CH2:41][O-:42].[CH3:44][CH2:45][O-:46].[CH3:47][CH2:48][O-:49].[CH3:50][CH2:51][O-:52].[OH2:34].[Ti+4:43]>>[Br:1][c:2]1[cH:3][cH:4][c:5]2[c:18]([cH:19]1)[C:17](=[N:27][S:25]([C:22]([CH3:21])([CH3:23])[CH3:24])=[O:26])[C:7]1([CH2:6]2)[CH2:8][CH2:9][C:10]2([O:11][CH2:12][CH2:13][O:14]2)[CH2:15][CH2:16]1. The reactants are BrC1=CC=CC(=N1)C1=NC(=CC=C1)C1=C(C=CC(=C1)OC)O (6-bromo-6′-(2-hydroxy-5-methoxyphenyl)-2,2′-bipyridine), OC1=C(C=C(C=C1)C)B(O)O (2-hydroxy-5-methylphenylboronic acid). Product: OC1=C(C=C(C=C1)OC)C1=CC=CC(=N1)C1=NC(=CC=C1)C1=C(C=CC(=C1)C)O (6-(2-Hydroxy-5-methoxyphenyl)-6′-(2-hydroxy-5-methylphenyl)-2,2′-bipyridine). The yield is 50.0%. RXN SMILES: Br[C:2]1[N:7]=[C:6]([C:8]2[CH:13]=[CH:12][CH:11]=[C:10]([C:14]3[CH:19]=[C:18]([O:20][CH3:21])[CH:17]=[CH:16][C:15]=3[OH:22])[N:9]=2)[CH:5]=[CH:4][CH:3]=1.[OH:23][C:24]1[CH:29]=[CH:28][C:27]([CH3:30])=[CH:26][C:25]=1B(O)O>>[OH:22][C:15]1[CH:16]=[CH:17][C:18]([O:20][CH3:21])=[CH:19][C:14]=1[C:10]1[N:9]=[C:8]([C:6]2[CH:5]=[CH:4][CH:3]=[C:2]([C:25]3[CH:26]=[C:27]([CH3:30])[CH:28]=[CH:29][C:24]=3[OH:23])[N:7]=2)[CH:13]=[CH:12][CH:11]=1. Procedure details: 6-(2-Hydroxy-5-methoxyphenyl)-6′-(2-hydroxy-5-methylphenyl)-2,2′-bipyridine was prepared from 6-bromo-6′-(2-hydroxy-5-methoxyphenyl)-2,2′-bipyridine and 2-hydroxy-5-methylphenylboronic acid in 50% yield using method F; δH [2H6]-DMSO 13.27,(1H, b), 12.64,(1H, b), 8.37,(1H, d), 8.33,(1H, d), 8.21,(2H, t), 8.14,(2H, d), 7.93,(1H, s), 7.64,(1H, s), 7.17,(1H, d), 7.00,(1H, d), 6.93,(1H, d), 6.89,(1H, d), 3.82,(3H, s), 2.34,(3H, s).